Dataset: the Open Reaction Database (ORD), a public repository of structured organic reaction records. Task: describe an organic reaction: reactants, conditions, products, and yield Reactants: C1(=CC=CC=C1)[C@H](C)NC1=C(CCCC1)C(=O)OCC ((S)-Ethyl 2-(1-phenylethylamino)cyclohex-1-enecarboxylate), C(C)(=O)O[BH3-].[Na+] (sodium acetoxyborohydride). Solvent: C(C)#N (acetonitrile). Product: C1(=CC=CC=C1)[C@H](C)N[C@@H]1[C@@H](CCCC1)C(=O)OCC ((1R,2S)-Ethyl 2-((S)-1-phenylethylamino)cyclohexanecarboxylate). Reaction SMILES: [C:1]1([C@@H:7]([NH:9][C:10]2[CH2:15][CH2:14][CH2:13][CH2:12][C:11]=2[C:16]([O:18][CH2:19][CH3:20])=[O:17])[CH3:8])[CH:6]=[CH:5][CH:4]=[CH:3][CH:2]=1.C(O[BH3-])(=O)C.[Na+]>C(#N)C>[C:1]1([C@@H:7]([NH:9][C@H:10]2[CH2:15][CH2:14][CH2:13][CH2:12][C@H:11]2[C:16]([O:18][CH2:19][CH3:20])=[O:17])[CH3:8])[CH:2]=[CH:3][CH:4]=[CH:5][CH:6]=1 |f:1.2|. Procedure details: In an additional embodiment, (1S,2S)-2-[(S)-1-phenylethyl amino]cyclohexyl)methanol (11) is produced from a starting material comprising ethyl 2-oxocyclohexane carboxylate (6). This embodiment comprises reacting ethyl 2-oxocyclohexane carboxylate (6) with (S)-(−)-1-phenylethylamine (7) in the presence of a catalyst, ytterbium trifluoromethanesulfonate, and heptane to produce (S)-Ethyl 2-(1-phenylethylamino)cyclohex-1-enecarboxylate (8). The next step is reduction of the amine (8) with sodium ace... Reactants: Cc1c(C(=O)O)cc(Cl)c2c1C1(CCS2(=O)=O)OCCO1, CCn1nccc1O, ClCCl, C(=NC1CCCCC1)=NC1CCCCC1. Yields the product CCn1nccc1OC(=O)c1cc(Cl)c2c(c1C)C1(CCS2(=O)=O)OCCO1. RXN SMILES: [C:1](=[O:2])([OH:3])[c:4]1[c:5]([CH3:21])[c:6]2[c:11]([c:12]([Cl:14])[cH:13]1)[S:10](=[O:15])(=[O:16])[CH2:9][CH2:8][C:7]21[O:17][CH2:18][CH2:19][O:20]1.[CH2:22]([CH3:23])[n:24]1[n:25][cH:26][cH:27][c:28]1[OH:29].[CH2:45]([Cl:46])[Cl:47].[CH:30]1([N:31]=[C:32]=[N:33][CH:34]2[CH2:35][CH2:36][CH2:37][CH2:38][CH2:39]2)[CH2:40][CH2:41][CH2:42][CH2:43][CH2:44]1>>[C:1](=[O:2])([O:3][c:28]1[n:24]([CH2:22][CH3:23])[n:25][cH:26][cH:27]1)[c:4]1[c:5]([CH3:21])[c:6]2[c:11]([c:12]([Cl:14])[cH:13]1)[S:10](=[O:15])(=[O:16])[CH2:9][CH2:8][C:7]21[O:17][CH2:18][CH2:19][O:20]1. Reactants: COc1cc(OC)c(F)c(N2Cc3cnc(S(C)=O)nc3N(C3CCCC3)C2=O)c1F, CC(O)C(O)CN. Yields the product COc1cc(OC)c(F)c(N2Cc3cnc(NCC(O)C(C)O)nc3N(C3CCCC3)C2=O)c1F. As a reaction SMILES: [CH:1]1([N:6]2[C:7](=[O:31])[N:8]([c:19]3[c:20]([F:30])[c:21]([O:28][CH3:29])[cH:22][c:23]([O:26][CH3:27])[c:24]3[F:25])[CH2:9][c:10]3[c:11]2[n:12][c:13]([S:16]([CH3:17])=[O:18])[n:14][cH:15]3)[CH2:2][CH2:3][CH2:4][CH2:5]1.[NH2:32][CH2:33][CH:34]([CH:35]([CH3:36])[OH:37])[OH:38]>>[CH:1]1([N:6]2[C:7](=[O:31])[N:8]([c:19]3[c:20]([F:30])[c:21]([O:28][CH3:29])[cH:22][c:23]([O:26][CH3:27])[c:24]3[F:25])[CH2:9][c:10]3[c:11]2[n:12][c:13]([NH:32][CH2:33][CH:34]([CH:35]([CH3:36])[OH:37])[OH:38])[n:14][cH:15]3)[CH2:2][CH2:3][CH2:4][CH2:5]1. Reactants: Cc1ccccc1, O=Cc1ccc2ccccc2c1, CC(C)(C)OC(=O)C(c1ccccc1)=[PH](c1ccccc1)c1ccccc1. Reaction SMILES: [CH3:40][c:41]1[cH:42][cH:43][cH:44][cH:45][cH:46]1.[CH:28](=[O:29])[c:30]1[cH:31][cH:32][c:33]2[cH:34][cH:35][cH:36][cH:37][c:38]2[cH:39]1.[c:1]1([PH:2]([c:3]2[cH:4][cH:5][cH:6][cH:7][cH:16]2)=[C:8]([C:9](=[O:10])[O:11][C:12]([CH3:13])([CH3:14])[CH3:15])[c:17]2[cH:18][cH:19][cH:20][cH:21][cH:22]2)[cH:23][cH:24][cH:25][cH:26][cH:27]1>>[CH:8]([C:9](=[O:10])[O:11][C:12]([CH3:13])([CH3:14])[CH3:15])=[CH:28][c:30]1[cH:31][cH:32][c:33]2[cH:34][cH:35][cH:36][cH:37][c:38]2[cH:39]1. Yields the product CC(C)(C)OC(=O)C=Cc1ccc2ccccc2c1. The reactants are BrC=1C=C(C=CC1)C(C)(C)NC(CCl)=O (N-(2-(3-bromophenyl)propan-2-yl)-2-chloroacetamide), C(C)(=O)O (acetic acid). The solvent is C(C)O (ethanol). Product: Cl.BrC=1C=C(C=CC1)C(C)(C)N (2-(3-bromophenyl)propan-2-amine hydrochloride). As a reaction SMILES: [Br:1][C:2]1[CH:3]=[C:4]([C:8]([NH:11]C(=O)C[Cl:14])([CH3:10])[CH3:9])[CH:5]=[CH:6][CH:7]=1.C(O)(=O)C>C(O)C>[ClH:14].[Br:1][C:2]1[CH:3]=[C:4]([C:8]([NH2:11])([CH3:9])[CH3:10])[CH:5]=[CH:6][CH:7]=1 |f:3.4|. Procedure details: To a solution of N-(2-(3-bromophenyl)propan-2-yl)-2-chloroacetamide (20.3 g) in ethanol (120 mL) was added acetic acid (20 mL). The reaction mixture was stirred at reflux for 18 h. The solution was cooled to room temperature and the precipitate was filtered off on a celite pad. The filtrate was concentrated and the residue was dissolved in EtOAc. The organic layer was treated with aqueous NaOH [1.0M] solution, dried over Na2SO4 and concentrated. The crude material was treated with a solution of ... The reactants are C(C=C)OC1=CC=CC(=C1S(=O)(=O)N)N (6-Allyloxy-2-aminophenyl-sulfonamide), ClC1=NC(=NC=C1)NC1=CC(=C(C=C1)OC)OC (4-chloro-2-(3,4-dimethoxy-phenylamino)pyrimidine). As a reaction SMILES: [CH2:1]([O:4][C:5]1[C:10]([S:11]([NH2:14])(=[O:13])=[O:12])=[C:9]([NH2:15])[CH:8]=[CH:7][CH:6]=1)[CH:2]=[CH2:3].Cl[C:17]1[CH:22]=[CH:21][N:20]=[C:19]([NH:23][C:24]2[CH:29]=[CH:28][C:27]([O:30][CH3:31])=[C:26]([O:32][CH3:33])[CH:25]=2)[N:18]=1>CC(O)C.Cl>[CH2:1]([O:4][C:5]1[CH:6]=[CH:7][CH:8]=[C:9]([NH:15][C:21]2[CH:22]=[CH:17][N:18]=[C:19]([NH:23][C:24]3[CH:29]=[CH:28][C:27]([O:30][CH3:31])=[C:26]([O:32][CH3:33])[CH:25]=3)[N:20]=2)[C:10]=1[S:11]([NH2:14])(=[O:13])=[O:12])[CH:2]=[CH2:3]. Run in CC(C)O (2-propanol), Cl (HCl). The product is C(C=C)OC1=C(C(=CC=C1)NC1=NC(=NC=C1)NC1=CC(=C(C=C1)OC)OC)S(=O)(=O)N (2-Allyloxy-6-[2-(3,4-dimethoxy-phenylamino)-pyrimidin-4-ylamino]-benzenesulfonamide). Procedure details: A solution of 6-Allyloxy-2-aminophenyl-sulfonamide (38 mg, 0.166 mmol) and 4-chloro-2-(3,4-dimethoxy-phenylamino)pyrimidine (44.2 mg, 0.166 mmol) in 2-propanol (5 ml) and 1N HCl (333 μl) is refluxed for 105 min. The reaction mixture is partitioned between ammonia (pH 10-11) and EtOAc. The organic layer is dried (Na2SO4) and concentrated. Precipitation with ether/hexanes gives the desired 2-Allyloxy-6-[2-(3,4-dimethoxy-phenylamino)-pyrimidin-4-ylamino]-benzenesulfonamide. The solvent is CO (methanol), CO (methanol). The product is OC1=CC=2C(C[C@H]3[C@@H]4CC[C@@H]([C@@]4(C)CC[C@@H]3C2C=C1OCC)O)=O (3,17β-Dihydroxy-2-ethoxyestra-1,3,5(10)-trien-6-one). As a reaction SMILES: [OH-].[K+].C([O:6][C:7]1[C:24]([O:25][CH2:26][CH3:27])=[CH:23][C:22]2[C@@H:21]3[C@H:12]([C@H:13]4[C@@:17]([CH2:19][CH2:20]3)([CH3:18])[C@@H:16]([O:28]C(=O)C)[CH2:15][CH2:14]4)[CH2:11][C:10](=[O:32])[C:9]=2[CH:8]=1)(=O)C.Cl>CO>[OH:6][C:7]1[C:24]([O:25][CH2:26][CH3:27])=[CH:23][C:22]2[C@@H:21]3[C@H:12]([C@H:13]4[C@@:17]([CH2:19][CH2:20]3)([CH3:18])[C@@H:16]([OH:28])[CH2:15][CH2:14]4)[CH2:11][C:10](=[O:32])[C:9]=2[CH:8]=1 |f:0.1|. Run at time 6 hour. Reported procedure: Under nitrogen, a 20% solution of potassium hydroxide in methanol (15 ml) was added dropwise at room temperature to a suspension of compound 5 (3.0 g, 7.26 mmol) in anhydrous methanol (60 ml). The resulting mixture was stirred at room temperature for 6 hr. The mixture was neutralized with 3 N HCl and the solvent was removed under reduced pressure. The residue was diluted with water (100 ml) and extracted with ethyl acetate (3×100 ml). The combined organic layer was washed with brine (2×100 ml), ... Isolated yield 97.5%. The reactants are Cl (HCl), solution, [OH-].[K+] (potassium hydroxide), C(C)(=O)OC1=CC=2C(C[C@H]3[C@@H]4CC[C@@H]([C@@]4(C)CC[C@@H]3C2C=C1OCC)OC(C)=O)=O (3,17β-Diacetoxy-2-ethoxyestra-1,3,5(10)-triene-6-one).